This data is from the Open Reaction Database (ORD), a public repository of structured organic reaction records. The task is: describe an organic reaction: reactants, conditions, products, and yield Starting materials: Cl.N1CCC(CC1)OC1=CC(=C(C=C1)CC(=O)N1CCC(CC1)N1C(OCC2=C1C=CC=C2)=O)OC(F)(F)F (1-(1-(4-(4-piperidinyloxy)-2-(trifluoromethoxy)-phenylacetyl)piperidin-4-yl)-4H-3,1-benzoxazin-2(1H)-one hydrochloride), C(C)(=O)OC(C)=O (acetic anhydride), CCN(C(C)C)C(C)C (DIEA). The solvent is C(Cl)Cl (CH2Cl2). Conditions: time 1 hour. Yields the product FC(OC1=C(C=CC(=C1)OC1CCN(CC1)C(C)=O)CC(=O)N1CCC(CC1)N1C(OCC2=C1C=CC=C2)=O)(F)F (1-(1-(2-trifluoromethoxy-4-(1-acetyl-4-piperidinyloxy)phenylacetyl)piperidin-4-yl)-4H-3.1-benzoxazin-2(1H)-one). RXN SMILES: Cl.[NH:2]1[CH2:7][CH2:6][CH:5]([O:8][C:9]2[CH:14]=[CH:13][C:12]([CH2:15][C:16]([N:18]3[CH2:23][CH2:22][CH:21]([N:24]4[C:29]5[CH:30]=[CH:31][CH:32]=[CH:33][C:28]=5[CH2:27][O:26][C:25]4=[O:34])[CH2:20][CH2:19]3)=[O:17])=[C:11]([O:35][C:36]([F:39])([F:38])[F:37])[CH:10]=2)[CH2:4][CH2:3]1.[C:40](OC(=O)C)(=[O:42])[CH3:41].CCN(C(C)C)C(C)C>C(Cl)Cl>[F:38][C:36]([F:39])([F:37])[O:35][C:11]1[CH:10]=[C:9]([O:8][CH:5]2[CH2:4][CH2:3][N:2]([C:40](=[O:42])[CH3:41])[CH2:7][CH2:6]2)[CH:14]=[CH:13][C:12]=1[CH2:15][C:16]([N:18]1[CH2:23][CH2:22][CH:21]([N:24]2[C:29]3[CH:30]=[CH:31][CH:32]=[CH:33][C:28]=3[CH2:27][O:26][C:25]2=[O:34])[CH2:20][CH2:19]1)=[O:17] |f:0.1|. Reported procedure: To a solution of 1-(1-(4-(4-piperidinyloxy)-2-(trifluoromethoxy)-phenylacetyl)piperidin-4-yl)-4H-3,1-benzoxazin-2(1H)-one hydrochloride (0.45 g, 0.77 mmol) from Example 39 in CH2Cl2 (50 mL) was added acetic anhydride (0.15 mL, 1.5 mmol) and DIEA (0.26 mL, 1.5 mmol). The solution was stirred at ambient temperature for 1 h and the solvent was removed under reduced pressure. The residue was dissolved in EtOAc (100 mL) and washed with 0.25 M aqueous citric acid (50 mL), H2O (25 mL), and saturated aq... Starting materials: ( f ), resultant product, C(C(C)C)C1=CC=C(CCl)C=C1 (4-isobutylbenzyl chloride), ClC=1C=C(C=CC1O)CC(=O)OC (methyl 3-chloro-4-hydroxyphenylacetate). The solvent is CO.O (methanol water). Product: ClC=1C=C(C=CC1OCC1=CC=C(C=C1)CC(C)C)CC(=O)O (3-chloro-4-(4'-isobutylbenzyloxy) phenylacetic acid). As a reaction SMILES: [CH2:1]([C:5]1[CH:12]=[CH:11][C:8]([CH2:9]Cl)=[CH:7][CH:6]=1)[CH:2]([CH3:4])[CH3:3].[Cl:13][C:14]1[CH:15]=[C:16]([CH2:21][C:22]([O:24]C)=[O:23])[CH:17]=[CH:18][C:19]=1[OH:20]>CO.O>[Cl:13][C:14]1[CH:15]=[C:16]([CH2:21][C:22]([OH:24])=[O:23])[CH:17]=[CH:18][C:19]=1[O:20][CH2:9][C:8]1[CH:11]=[CH:12][C:5]([CH2:1][CH:2]([CH3:4])[CH3:3])=[CH:6][CH:7]=1 |f:2.3|. Procedure details: 3-chloro-4-(4'-isobutylbenzyloxy) phenylacetic acid was prepared in accordance with the procedure designated (f) above by reacting 4-isobutylbenzyl chloride and methyl 3-chloro-4-hydroxyphenylacetate. The resultant product evidenced a melting point of 97°-99° C. (methanol-water 4:1), the yield being 61%. Reactants: N1=CC=CC=C1 (Pyridine), ClC1=C(SC=C1)CC(CC)N (3-chloro-2-(2-aminobutyl)thiophene), CS(=O)(=O)Cl (methanesulfonyl chloride). Solvent: C(C)OCC (diethyl ether), C(Cl)Cl (methylene chloride). Reaction conditions: time 4 hour. The product is ClC1=C(SC=C1)C[C@@H](CC)NS(=O)(=O)C ((R)-N-[1-[(3-chlorothien-2-yl)methyl]propyl]methanesulfonamide). RXN SMILES: [Cl:1][C:2]1[CH:6]=[CH:5][S:4][C:3]=1[CH2:7][CH:8]([NH2:11])[CH2:9][CH3:10].N1C=CC=CC=1.[CH3:18][S:19](Cl)(=[O:21])=[O:20]>C(Cl)Cl.C(OCC)C>[Cl:1][C:2]1[CH:6]=[CH:5][S:4][C:3]=1[CH2:7][C@H:8]([NH:11][S:19]([CH3:18])(=[O:21])=[O:20])[CH2:9][CH3:10]. Reported procedure: Five grams of 3-chloro-2-(2-aminobutyl)thiophene is dissolved in 10 ml of methylene chloride in a 3-neck round bottomed flask blanketed with an inert atmosphere at 0° C. Pyridine (2.2 ml) is added in one portion followed by 2.05 ml of methanesulfonyl chloride. After warming to room temperature, the mixture is stirred for 4 hours before diluting with 100 ml of diethyl ether. The solution is poured into a separatory funnel and washed with water, dilute 2N HCl, saturated aqueous sodium bicarbonate ... Reactants: ClC1=NC=2N3[C@H](CNC2C=N1)COCC3 ((R)-2-chloro-5,6,6a,7,9,10-hexahydro-[1,4]oxazino[3,4-h]pteridine), CC(C)([O-])C.[Na+] (sodium tert-butoxide), ClCC=1C=NN(C1)C (4-(chloromethyl)-1-methyl-1H-pyrazole). The solvent is CS(=O)C (DMSO). Product: ClC1=NC=2N3[C@H](CN(C2C=N1)CC=1C=NN(C1)C)COCC3 ((R)-2-chloro-5-((1-methyl-1H-pyrazol-4-yl)methyl)-5,6,6a,7,9,10-hexahydro-[1,4]oxazino[3,4-h]pteridine). As a reaction SMILES: [Cl:1][C:2]1[N:11]=[CH:10][C:9]2[NH:8][CH2:7][C@@H:6]3[CH2:12][O:13][CH2:14][CH2:15][N:5]3[C:4]=2[N:3]=1.CC(C)([O-])C.[Na+].Cl[CH2:23][C:24]1[CH:25]=[N:26][N:27]([CH3:29])[CH:28]=1>CS(C)=O>[Cl:1][C:2]1[N:11]=[CH:10][C:9]2[N:8]([CH2:23][C:24]3[CH:25]=[N:26][N:27]([CH3:29])[CH:28]=3)[CH2:7][C@@H:6]3[CH2:12][O:13][CH2:14][CH2:15][N:5]3[C:4]=2[N:3]=1 |f:1.2|. Procedure: The title compound was prepared in a manner similar to PREPARATION x5 using (R)-2-chloro-5,6,6a,7,9,10-hexahydro-[1,4]oxazino[3,4-h]pteridine (PREPARATION x2, 300 mg, 1.324 mmol) in DMSO (6 mL), sodium tert-butoxide (153 mg, 1.588 mmol) and 4-(chloromethyl)-1-methyl-1H-pyrazole (190 mg, 1.456 mmol) (113 mg, 26%). ESI-MS m/z [M+H]+ calc'd for C41H17ClN6O, 321.12. found 321.2. Starting materials: C(C1=CC=CC=C1)(=O)Cl (benzoyl chloride), CN(CCO)C (2-dimethylaminoethanol), [OH-].[Na+] (sodium hydroxide), O (water). Solvent: C(Cl)Cl (methylene chloride). Reaction conditions: time 3.25 hour. The product is C(C1=CC=CC=C1)(=O)OCCN(C)C (2-(N,N-Dimethylamino)ethyl benzoate). Yield: 61.6%. RXN SMILES: [C:1](Cl)(=[O:8])[C:2]1[CH:7]=[CH:6][CH:5]=[CH:4][CH:3]=1.[CH3:10][N:11]([CH3:15])[CH2:12][CH2:13][OH:14].[OH-].[Na+].O>C(Cl)Cl>[C:1]([O:14][CH2:13][CH2:12][N:11]([CH3:15])[CH3:10])(=[O:8])[C:2]1[CH:7]=[CH:6][CH:5]=[CH:4][CH:3]=1 |f:2.3|. Procedure details: A solution of 70.29 g (0.50 mol) of benzoyl chloride in 500 ml of methylene chloride was added to a solution of 44.57 g (0.50 mol) of 2-dimethylaminoethanol, 20.0 g (0.50 mol) of sodium hydroxide and 500 ml of water over 15 minutes with rapid stirring. Stirring was continued for 3.25 hours after which the organic layer was separated, washed with water, dried over MgSO4 and concentrated. Distillation of the residue gave 59.5 g of product; bp=102°-8° C./0.50 mm. Reactants: BrBr (bromine), C(C)(=O)OCC=1C=C(C=CC1OC(C)=O)C(C)=O (3'-acetoxymethyl-4'-acetoxyacetophenone). Run in C(Cl)(Cl)Cl (chloroform), C(Cl)(Cl)Cl (chloroform). Product: C(C)(=O)OCC=1C=C(C=CC1OC(C)=O)C(CBr)=O (3'-acetoxymethyl-4'-acetoxy-2-bromoacetophenone). Isolated yield 69.1%. RXN SMILES: [Br:1]Br.[C:3]([O:6][CH2:7][C:8]1[CH:9]=[C:10]([C:18](=[O:20])[CH3:19])[CH:11]=[CH:12][C:13]=1[O:14][C:15](=[O:17])[CH3:16])(=[O:5])[CH3:4]>C(Cl)(Cl)Cl>[C:3]([O:6][CH2:7][C:8]1[CH:9]=[C:10]([C:18](=[O:20])[CH2:19][Br:1])[CH:11]=[CH:12][C:13]=1[O:14][C:15](=[O:17])[CH3:16])(=[O:5])[CH3:4]. Reported procedure: A solution of bromine (7.1 g.) in chloroform (20 ml.) was added dropwise to a stirred solution of 3'-acetoxymethyl-4'-acetoxyacetophenone (11.0 g.) in chloroform (150 ml.) at room temperature. After completion of the addition, the solution was washed with water (2×150 ml.) and brine (100 ml.). The organic phase was dried (MgSO4), filtered and evaporated to give 3'-acetoxymethyl-4'-acetoxy-2-bromoacetophenone (10.0 g.) which was judged to be sufficiently pure by IR and TLC [SiO2 ; 1:1 v/v EtOAc/p... Starting materials: CS(=N)(=O)c1ccc(Nc2ncc(Br)c(O)n2)cc1, N, O, O=P(Cl)(Cl)Cl. Yields the product CS(=N)(=O)c1ccc(Nc2ncc(Br)c(Cl)n2)cc1. RXN SMILES: [Br:1][c:2]1[c:3]([OH:19])[n:4][c:5]([NH:8][c:9]2[cH:10][cH:11][c:12]([S:15](=[O:16])(=[NH:17])[CH3:18])[cH:13][cH:14]2)[n:6][cH:7]1.[NH3:21].[OH2:20].[P:22]([Cl:23])([Cl:24])([Cl:25])=[O:26]>>[Br:1][c:2]1[c:3]([Cl:24])[n:4][c:5]([NH:8][c:9]2[cH:10][cH:11][c:12]([S:15](=[O:16])(=[NH:17])[CH3:18])[cH:13][cH:14]2)[n:6][cH:7]1. Reactants: C(C)(=O)NC1CCN(CC1)C1=NC(=CC=C1)Cl (4-acetamido-1-(6-chloro-2-pyridyl)piperidine). Solvent: Cl (hydrochloric acid). Yields the product NC1CCN(CC1)C1=NC(=CC=C1)Cl (4-amino-1-(6-chloro-2-pyridyl)piperidine). The yield is 72.0%. RXN SMILES: C([NH:4][CH:5]1[CH2:10][CH2:9][N:8]([C:11]2[CH:16]=[CH:15][CH:14]=[C:13]([Cl:17])[N:12]=2)[CH2:7][CH2:6]1)(=O)C>Cl>[NH2:4][CH:5]1[CH2:10][CH2:9][N:8]([C:11]2[CH:16]=[CH:15][CH:14]=[C:13]([Cl:17])[N:12]=2)[CH2:7][CH2:6]1. Procedure details: A solution of 0.482 mole of 4-acetamido-1-(6-chloro-2-pyridyl)piperidine in 610 ml of 6 N hydrochloric acid is heated at reflux for 8 hours, then the reaction mixture is cooled and concentrated under reduced pressure. The residue is treated with 4 N sodium hydroxide up to a clearly basic pH and the oil which separates is extracted with diethyl ether. The organic phase is washed with water, dried over anhydrous sodium sulfate and evaporated to dryness. The oily residue is crystallised by diisopro...